From a dataset of the Open Reaction Database (ORD), a public repository of structured organic reaction records. describe an organic reaction: reactants, conditions, products, and yield Starting materials: CC(C)(C)OC(=O)N1C(COS(C)(=O)=O)CSC1c1cccnc1, CN(C)C=O, [N-]=[N+]=[N-], [Na+]. The product is CC(C)(C)OC(=O)N1C(CN=[N+]=[N-])CSC1c1cccnc1. As a reaction SMILES: [CH3:1][S:2]([O:3][CH2:6][CH:7]1[N:8]([C:18](=[O:19])[O:20][C:21]([CH3:22])([CH3:23])[CH3:24])[CH:9]([c:12]2[cH:13][n:14][cH:15][cH:16][cH:17]2)[S:10][CH2:11]1)(=[O:4])=[O:5].[CH3:29][N:30]([CH3:31])[CH:32]=[O:33].[N-:26]=[N+:27]=[N-:28].[Na+:25]>>[CH2:6]([CH:7]1[N:8]([C:18](=[O:19])[O:20][C:21]([CH3:22])([CH3:23])[CH3:24])[CH:9]([c:12]2[cH:13][n:14][cH:15][cH:16][cH:17]2)[S:10][CH2:11]1)[N:26]=[N+:27]=[N-:28]. The reactants are ClC=1C=C2C=C(NC2=CC1)C(=O)O (5-chloro-1H-indole-2-carboxylic acid), NC(C(=O)N1CSCC1)CC1=CC(=CC=C1)C#N ((±)-2-amino-3-(3cyano-phenyl)-1-thiazolidin-3-yl-propan-1-one). Product: C(#N)C=1C=C(C=CC1)CC(C(=O)N1CSCC1)NC(=O)C=1NC2=CC=C(C=C2C1)Cl ((±)-5-Chloro-1H-indole-2-carboxylic acid [2-(3-cyano-phenyl)-1-(thiazolidine-3-carbonyl)-ethyl]-amide). RXN SMILES: [Cl:1][C:2]1[CH:3]=[C:4]2[C:8](=[CH:9][CH:10]=1)[NH:7][C:6]([C:11]([OH:13])=O)=[CH:5]2.[NH2:14][CH:15]([CH2:23][C:24]1[CH:29]=[CH:28][CH:27]=[C:26]([C:30]#[N:31])[CH:25]=1)[C:16]([N:18]1[CH2:22][CH2:21][S:20][CH2:19]1)=[O:17]>>[C:30]([C:26]1[CH:25]=[C:24]([CH2:23][CH:15]([NH:14][C:11]([C:6]2[NH:7][C:8]3[C:4]([CH:5]=2)=[CH:3][C:2]([Cl:1])=[CH:10][CH:9]=3)=[O:13])[C:16]([N:18]2[CH2:22][CH2:21][S:20][CH2:19]2)=[O:17])[CH:29]=[CH:28][CH:27]=1)#[N:31]. Reported procedure: From 5-chloro-1H-indole-2-carboxylic acid and (±)-2-amino-3-(3cyano-phenyl)-1-thiazolidin-3-yl-propan-1-one.